From a dataset of the Open Reaction Database (ORD), a public repository of structured organic reaction records. describe an organic reaction: reactants, conditions, products, and yield Reactants: CCCN(CC(=O)O)c1ccc(C#N)c(C(F)(F)F)c1, NCc1ccccc1. Product: CCCN(CC(=O)NCc1ccccc1)c1ccc(C#N)c(C(F)(F)F)c1. As a reaction SMILES: [C:1](#[N:2])[c:3]1[c:4]([C:17]([F:18])([F:19])[F:20])[cH:5][c:6]([N:9]([CH2:10][C:11](=[O:12])[OH:13])[CH2:14][CH2:15][CH3:16])[cH:7][cH:8]1.[CH2:21]([c:22]1[cH:23][cH:24][cH:25][cH:26][cH:27]1)[NH2:28]>>[C:1](#[N:2])[c:3]1[c:4]([C:17]([F:18])([F:19])[F:20])[cH:5][c:6]([N:9]([CH2:10][C:11](=[O:13])[NH:28][CH2:21][c:22]2[cH:23][cH:24][cH:25][cH:26][cH:27]2)[CH2:14][CH2:15][CH3:16])[cH:7][cH:8]1.